Dataset: the Open Reaction Database (ORD), a public repository of structured organic reaction records. Task: describe an organic reaction: reactants, conditions, products, and yield Reactants: FC=C(CN1C(C=2C(C1=O)=CC=CC2)=O)CBr (1-fluoro-2-bromomethyl-3-phthalimidopropene), [H-].[Na+] (sodium hydride), oil, C(C)(C)O (isopropanol), O.NN (hydrazine hydrate), Cl (hydrochloric acid). Solvent: [Cl-].[Na+].O (brine), CN(C=O)C (dimethylformamide), CCOCC (ether), C(C)O (ethanol). Run at time 3 hour. Yields the product Cl (hydrogen chloride), C(C)(C)OC\C(\CN)=C/F ((Z)-2-isopropoxymethyl-3-fluoroallylamine), hydrochloride salt. RXN SMILES: [F:1][CH:2]=[C:3]([CH2:16]Br)[CH2:4][N:5]1C(=O)C2=CC=CC=C2C1=O.[H-].[Na+].O.NN.[ClH:23].[CH:24]([OH:27])([CH3:26])[CH3:25]>CN(C)C=O.[Cl-].[Na+].O.C(O)C.CCOCC>[ClH:23].[CH:24]([O:27][CH2:16]/[C:3](=[CH:2]\[F:1])/[CH2:4][NH2:5])([CH3:26])[CH3:25] |f:1.2,3.4,8.9.10|. Procedure: Solid 1-fluoro-2-bromomethyl-3-phthalimidopropene (0.60 g) is added to a previously prepared mixture of isopropanol (0.12 g) and sodium hydride dispersion (96 mg of 55-60% oil dispersion) in dimethylformamide (10 ml) at room temperature. Stirring is continued for 3 hours, then brine is added and the product is isolated by ether extraction. This product is treated with hydrazine hydrate (0.13 g) in ethanol (20 ml) under reflux for 3 hours. Dilute aqueous hydrochloric acid is added and the resulti... Reactants: BrC=1C(N(C(=CC1OCC1=C(C=C(C=C1)F)F)C)C=1C=C(C(=O)O)C=CC1C)=O (3-[3-bromo-4-[(2,4-difluorobenzyl)oxy]-6-methyl-2-oxopyridin-1(2H)-yl]-4-methylbenzoic acid), C(C(=O)Cl)(=O)Cl (oxalyl chloride), C(CC(=O)[O-])(=O)OCC (monoethyl malonate), C(C)(C)[Mg]Cl (Isopropyl magnesium chloride), acid chloride, C(CC(O)(C(=O)O)CC(=O)O)(=O)O (citric acid). Reagents/catalysts: CN(C)C=O (DMF). Solvent: C1CCOC1 (THF), C(Cl)Cl (DCM), C1CCOC1 (THF). Conditions: time 8 hour. The product is BrC=1C(N(C(=CC1OCC1=C(C=C(C=C1)F)F)C)C=1C=C(C=CC1C)C(CC(=O)OCC)=O)=O (ethyl 3-{3-[3-bromo-4-[(2,4-difluorobenzyl)oxy]-6-methyl-2-oxopyridin-1(2H)-yl]-4-methylphenyl}-3-oxopropanoate). RXN SMILES: [Br:1][C:2]1[C:3](=[O:29])[N:4]([C:19]2[CH:20]=[C:21]([CH:25]=[CH:26][C:27]=2[CH3:28])C(O)=O)[C:5]([CH3:18])=[CH:6][C:7]=1[O:8][CH2:9][C:10]1[CH:15]=[CH:14][C:13]([F:16])=[CH:12][C:11]=1[F:17].C(Cl)(=O)C(Cl)=O.[C:36]([O:42][CH2:43][CH3:44])(=[O:41])[CH2:37][C:38]([O-])=[O:39].C([Mg]Cl)(C)C.C(O)(=O)CC(CC(O)=O)(C(O)=O)O>CN(C=O)C.C1COCC1.C(Cl)Cl>[Br:1][C:2]1[C:3](=[O:29])[N:4]([C:19]2[CH:20]=[C:21]([C:38](=[O:39])[CH2:37][C:36]([O:42][CH2:43][CH3:44])=[O:41])[CH:25]=[CH:26][C:27]=2[CH3:28])[C:5]([CH3:18])=[CH:6][C:7]=1[O:8][CH2:9][C:10]1[CH:15]=[CH:14][C:13]([F:16])=[CH:12][C:11]=1[F:17]. Procedure details: In an oven-dried round bottom flask, 3-[3-bromo-4-[(2,4-difluorobenzyl)oxy]-6-methyl-2-oxopyridin-1(2H)-yl]-4-methylbenzoic acid (see Example 487) (0.75 g, 1.62 mmol), DCM (2.00 mL), and oxalyl chloride (0.97 mL, 1.94 mmol) were combined under argon. DMF (3-5 drops) was added to aid in dissolution. Stirred at RT overnight. Solvent was removed and the crude acid chloride was coevaporated with DCM (3-5 mL×3) and dried in vacuo to give an orange solid. In a separate oven-dried flask, in an argon at... Reactants: O1C=CC2=C1C=C(C=C2)C2CCN(CC2)C(=O)OC(C)(C)C (tert-butyl 4-(1-benzofuran-6-yl)piperidine-1-carboxylate), O1C=CC2=C1C=C(C=C2)C2CCN(CC2)C(=O)OC(C)(C)C (tert-butyl 4-(1-benzofuran-6-yl)piperidine-1-carboxylate), [OH-].[Na+] (sodium hydroxide). Solvent: ClCCl (dichloromethane), FC(C(=O)O)(F)F (trifluoroacetic acid), O (H2O). Reaction conditions: temperature 15 celsius, time 1 hour. Product: O1C=CC2=C1C=C(C=C2)C2CCNCC2 (4-(Benzofuran-6-yl)piperidine). Isolated yield 112.9%. RXN SMILES: [O:1]1[C:5]2[CH:6]=[C:7]([CH:10]3[CH2:15][CH2:14][N:13](C(OC(C)(C)C)=O)[CH2:12][CH2:11]3)[CH:8]=[CH:9][C:4]=2[CH:3]=[CH:2]1.[OH-].[Na+]>ClCCl.FC(F)(F)C(O)=O.O>[O:1]1[C:5]2[CH:6]=[C:7]([CH:10]3[CH2:15][CH2:14][NH:13][CH2:12][CH2:11]3)[CH:8]=[CH:9][C:4]=2[CH:3]=[CH:2]1 |f:1.2|. Reported procedure: Into a 50-mL round-bottom flask, was placed a solution of tert-butyl 4-(1-benzofuran-6-yl)piperidine-1-carboxylate (compound 63.4, 200 mg, 0.66 mmol) in dichloromethane (3 mL) and trifluoroacetic acid (1 mL). The resulting solution was stirred at 15° C. for 1 hour, then the pH was carefully adjusted to =9 with aqueous sodium hydroxide (2 M). The mixture was diluted with H2O (20 mL) and the layers were separated. The aqueous phase was extracted with dichloromethane (4×20 mL) and the combined orga... The reactants are COC1=CC=C(N=N1)N (6-methoxy-3-pyridazinamine), C[Si](C)(C)[N-][Si](C)(C)C.[Na+] (NaHMDS), C(C)(=O)O (acetic acid), ClC1=NC(=NC(=N1)N1CCOCC1)N1C(=NC2=C1C=CC=C2OC)C(F)F (1-[4-chloro-6-(4-morpholinyl)-1,3,5-triazin-2-yl]-2-(difluoromethyl)-4-methoxy-1H-benzimidazole). Run in C1CCOC1 (THF), O (water). Conditions: time 10 minute. Product: FC(C1=NC2=C(N1C1=NC(=NC(=N1)N1CCOCC1)NC=1N=NC(=CC1)OC)C=CC=C2OC)F (4-[2-(difluoromethyl)-4-methoxy-1H-benzimidazol-1-yl]-N-(6-methoxy-3-pyridazinyl)-6-(4-morpholinyl)-1,3,5-triazin-2-amine). Yield: 30.0%. Reaction SMILES: [CH3:1][O:2][C:3]1[N:8]=[N:7][C:6]([NH2:9])=[CH:5][CH:4]=1.C[Si]([N-][Si](C)(C)C)(C)C.[Na+].Cl[C:21]1[N:26]=[C:25]([N:27]2[CH2:32][CH2:31][O:30][CH2:29][CH2:28]2)[N:24]=[C:23]([N:33]2[C:37]3[CH:38]=[CH:39][CH:40]=[C:41]([O:42][CH3:43])[C:36]=3[N:35]=[C:34]2[CH:44]([F:46])[F:45])[N:22]=1.C(O)(=O)C>C1COCC1.O>[F:46][CH:44]([F:45])[C:34]1[N:33]([C:23]2[N:24]=[C:25]([N:27]3[CH2:32][CH2:31][O:30][CH2:29][CH2:28]3)[N:26]=[C:21]([NH:9][C:6]3[N:7]=[N:8][C:3]([O:2][CH3:1])=[CH:4][CH:5]=3)[N:22]=2)[C:37]2[CH:38]=[CH:39][CH:40]=[C:41]([O:42][CH3:43])[C:36]=2[N:35]=1 |f:1.2|. Procedure: To 0.216 g (1.73 mmol) of 6-methoxy-3-pyridazinamine (J. Med. Chem. 2006, 49, 4409-4424) in THF (3 mL) was added 0.97 mL of NaHMDS (2 M solution in THF), and the mixture was stirred for 10 min. A solution of 0.233 g (0.59 mmol) of 1-[4-chloro-6-(4-morpholinyl)-1,3,5-triazin-2-yl]-2-(difluoromethyl)-4-methoxy-1H-benzimidazole (Example 2) was added and the resulting mixture was stirred for 10 min. The resulting mixture was neutralized with acetic acid, diluted with water, and extracted with EtOAc....